describe an organic reaction: reactants, conditions, products, and yield From a dataset of the Open Reaction Database (ORD), a public repository of structured organic reaction records. Starting materials: [BH4-], O=C([O-])O, CCOCC, [Cl-], [Cl-], Cl, [Na+], [Na+], CCOC(=O)C(Cc1ccc(C(F)(F)F)cc1)C(=O)c1ccncc1, [Zn+2]. Yields the product CCOC(=O)C(Cc1ccc(C(F)(F)F)cc1)C(O)c1ccncc1. As a reaction SMILES: [BH4-:1].[C:29](=[O:30])([O-:31])[OH:32].[CH3:34][CH2:35][O:36][CH2:37][CH3:38].[Cl-:39].[Cl-:41].[ClH:28].[Na+:2].[Na+:33].[O:3]=[C:4]([CH:5]([C:6](=[O:7])[O:8][CH2:9][CH3:10])[CH2:11][c:12]1[cH:13][cH:14][c:15]([C:18]([F:19])([F:20])[F:21])[cH:16][cH:17]1)[c:22]1[cH:23][cH:24][n:25][cH:26][cH:27]1.[Zn+2:40]>>[OH:3][CH:4]([CH:5]([C:6](=[O:7])[O:8][CH2:9][CH3:10])[CH2:11][c:12]1[cH:13][cH:14][c:15]([C:18]([F:19])([F:20])[F:21])[cH:16][cH:17]1)[c:22]1[cH:23][cH:24][n:25][cH:26][cH:27]1. Isolated yield 88.9%. As a reaction SMILES: Cl[S:2]([C:5]1[CH:6]=[C:7]([CH:41]=[CH:42][CH:43]=1)[C:8]([NH:10][C:11]1[S:12][C:13]2[CH2:40][CH2:39][CH2:38][CH2:37][C:14]=2[C:15]=1[C:16]([NH:18][C:19]1[CH:24]=[CH:23][C:22]([CH2:25][CH2:26][C:27]2[CH:36]=[CH:35][C:30]([C:31]([O:33][CH3:34])=[O:32])=[CH:29][CH:28]=2)=[CH:21][CH:20]=1)=[O:17])=[O:9])(=[O:4])=[O:3].[C:44]([N:47]1[CH2:52][CH2:51][NH:50][CH2:49][CH2:48]1)(=[O:46])[CH3:45]>ClCCl>[C:44]([N:47]1[CH2:52][CH2:51][N:50]([S:2]([C:5]2[CH:6]=[C:7]([CH:41]=[CH:42][CH:43]=2)[C:8]([NH:10][C:11]2[S:12][C:13]3[CH2:40][CH2:39][CH2:38][CH2:37][C:14]=3[C:15]=2[C:16]([NH:18][C:19]2[CH:24]=[CH:23][C:22]([CH2:25][CH2:26][C:27]3[CH:36]=[CH:35][C:30]([C:31]([O:33][CH3:34])=[O:32])=[CH:29][CH:28]=3)=[CH:21][CH:20]=2)=[O:17])=[O:9])(=[O:4])=[O:3])[CH2:49][CH2:48]1)(=[O:46])[CH3:45]. Starting materials: ClS(=O)(=O)C=1C=C(C(=O)NC=2SC3=C(C2C(=O)NC2=CC=C(C=C2)CCC2=CC=C(C(=O)OC)C=C2)CCCC3)C=CC1 (methyl 4-[2-(4-{[(2-{[3-(chlorosulfonyl)benzoyl]amino}-4,5,6,7-tetrahydro-1-benzothiophen-3-yl)carbonyl]amino}phenyl)ethyl]benzoate), C(C)(=O)N1CCNCC1 (1-acetylpiperazine). Run at time 8 hour. Procedure details: A mixture of 300 mg of methyl 4-[2-(4-{[(2-{[3-(chlorosulfonyl)benzoyl]amino}-4,5,6,7-tetrahydro-1-benzothiophen-3-yl)carbonyl]amino}phenyl)ethyl]benzoate, 181 mg of 1-acetylpiperazine, and 3.0 mL of dichloromethane was stirred at room temperature overnight, and then the reaction mixture was concentrated under reduced pressure. The obtained residue was washed with ethanol and water in this order to obtain 305 mg of methyl 4-{2-[4-({[2-({3-[(4-acetylpiperazin-1-yl)sulfonyl]benzoyl}amino)-4,5,6,7-... The product is C(C)(=O)N1CCN(CC1)S(=O)(=O)C=1C=C(C(=O)NC=2SC3=C(C2C(=O)NC2=CC=C(C=C2)CCC2=CC=C(C(=O)OC)C=C2)CCCC3)C=CC1 (methyl 4-{2-[4-({[2-({3-[(4-acetylpiperazin-1-yl)sulfonyl]benzoyl}amino)-4,5,6,7-tetrahydro-1-benzothiophen-3-yl]carbonyl}amino)phenyl]ethyl}benzoate). Run in ClCCl (dichloromethane). Starting materials: N1=CC=C(C=C1)N1CCN(CC1)CC(=O)C1=CC=C(OCC(=O)OC)C=C1 (Methyl 4-[2-[4-(4-pyridyl)piperazin-1-yl]acetyl]-phenoxyacetate), N (ammonia). Solvent: CO (methanol). Reaction conditions: time 2 day. The product is N1=CC=C(C=C1)N1CCN(CC1)CC(=O)C1=CC=C(OCC(=O)N)C=C1 (4-[2-[4-(4-Pyridyl)piperazin-1-yl]acetyl]phenoxy-acetamide). As a reaction SMILES: [N:1]1[CH:6]=[CH:5][C:4]([N:7]2[CH2:12][CH2:11][N:10]([CH2:13][C:14]([C:16]3[CH:27]=[CH:26][C:19]([O:20][CH2:21][C:22]([O:24]C)=O)=[CH:18][CH:17]=3)=[O:15])[CH2:9][CH2:8]2)=[CH:3][CH:2]=1.[NH3:28]>CO>[N:1]1[CH:2]=[CH:3][C:4]([N:7]2[CH2:8][CH2:9][N:10]([CH2:13][C:14]([C:16]3[CH:27]=[CH:26][C:19]([O:20][CH2:21][C:22]([NH2:28])=[O:24])=[CH:18][CH:17]=3)=[O:15])[CH2:11][CH2:12]2)=[CH:5][CH:6]=1. Reported procedure: A solution of the product of Example 1 (200 mg) in methanol (10 ml), prepared under argon, was cooled to 4° C. and saturated with dry ammonia gas, then sealed in a pressure bottle and kept for 2 days. The orange crystals which formed, after filtration and washing with a little methanol, gave the title compound, 140 mg: m.p. 247° to 248° C.; NMR (d6DMSO) δ 8.16 (2H, d), 7.99 (2H, d), 7.55 (1H, bs), 7.37 (1H, bs), 7.02 (2H, d), 6.81 (2H, d), 4.54 (2H, s), 3.85 (2H, s), 3.33 (4H, t), 2.60 (4H, t); ... The reactants are Example 1 ( g ), ClCC1=NC=CC=C1 (2-chloromethyl-pyridine), OCCCC1=CC=C(C=C1)C1C(CN(CC1)C(=O)OC(C)(C)C)OCC1=CC2=CC=CC=C2C=C1 (tert-butyl (3RS,4RS)-4-[4-(3-hydroxy-propyl)-phenyl]-3-(naphthalen-2-ylmethoxy)-piperidine-1-carboxylate), Example 24 ( t ). The product is C1=C(C=CC2=CC=CC=C12)COC1CN(CCC1C1=CC=C(C=C1)CCCOCC1=NC=CC=C1)C(=O)OC(C)(C)C (tert-butyl (3RS,4RS)-3-(naphthalen-2-ylmethoxy)-4-[4-[3-(pyridin-2-ylmethoxy)-propyl]-phenyl]-piperidine-1-carboxylate). Reaction SMILES: [OH:1][CH2:2][CH2:3][CH2:4][C:5]1[CH:10]=[CH:9][C:8]([CH:11]2[CH2:16][CH2:15][N:14]([C:17]([O:19][C:20]([CH3:23])([CH3:22])[CH3:21])=[O:18])[CH2:13][CH:12]2[O:24][CH2:25][C:26]2[CH:35]=[CH:34][C:33]3[C:28](=[CH:29][CH:30]=[CH:31][CH:32]=3)[CH:27]=2)=[CH:7][CH:6]=1.Cl[CH2:37][C:38]1[CH:43]=[CH:42][CH:41]=[CH:40][N:39]=1>>[CH:27]1[C:28]2[C:33](=[CH:32][CH:31]=[CH:30][CH:29]=2)[CH:34]=[CH:35][C:26]=1[CH2:25][O:24][CH:12]1[CH:11]([C:8]2[CH:7]=[CH:6][C:5]([CH2:4][CH2:3][CH2:2][O:1][CH2:37][C:38]3[CH:43]=[CH:42][CH:41]=[CH:40][N:39]=3)=[CH:10][CH:9]=2)[CH2:16][CH2:15][N:14]([C:17]([O:19][C:20]([CH3:21])([CH3:22])[CH3:23])=[O:18])[CH2:13]1. Procedure details: In an analogous manner to that described in Example 1 (g), by alkylating tert-butyl (3RS,4RS)-4-[4-(3-hydroxy-propyl)-phenyl]-3-(naphthalen-2-ylmethoxy)-piperidine-1-carboxylate [Example 24 (t)] with 2-chloromethyl-pyridine there was obtained tert-butyl (3RS,4RS)-3-(naphthalen-2-ylmethoxy)-4-[4-[3-(pyridin-2-ylmethoxy)-propyl]-phenyl]-piperidine-1-carboxylate as a colourless, amorphous solid, which was used in the following step without further purification and characterization. The reactants are C([O-])(O)=O.[Na+] (sodium bicarbonate), C(C)OC(COC1=C(C=CC(=C1)C(C)C)CCNS(=O)(=O)C1=C(C=CC(=C1)C#N)OC)=O (ethyl[2-[2-(5-cyano-2-methoxybenzenesulfonylamino)ethyl]-5-isopropylphenoxy]acetate), Cl.ClCC=1N=C(SC1)C (4-chloromethyl-2-methyl-1,3-thiazole hydrochloride), C([O-])([O-])=O.[K+].[K+] (potassium carbonate), Cl.ClCC=1N=C(SC1)C (4-chloromethyl-2-methyl-1,3-thiazole hydrochloride), C([O-])([O-])=O.[K+].[K+] (potassium carbonate), Cl.ClCC=1N=C(SC1)C (4-chloromethyl-2-methyl-1,3-thiazole hydrochloride), C([O-])([O-])=O.[K+].[K+] (potassium carbonate). The solvent is O (water), CN(C=O)C (N,N-dimethylformamide), CN(C=O)C (N,N-dimethylformamide). Run at time 18 hour. Product: C(C)OC(COC1=C(C=CC(=C1)C(C)C)CCN(CC=1N=C(SC1)C)S(=O)(=O)C1=C(C=CC(=C1)C#N)OC)=O (ethyl[2-[2-[(5-cyano-2-methoxybenzenesulfonyl)-(2-methyl-1,3-thiazol-4-ylmethyl)amino]ethyl]-5-isopropylphenoxy]acetate). Yield: 83.5%. RXN SMILES: [CH2:1]([O:3][C:4](=[O:32])[CH2:5][O:6][C:7]1[CH:12]=[C:11]([CH:13]([CH3:15])[CH3:14])[CH:10]=[CH:9][C:8]=1[CH2:16][CH2:17][NH:18][S:19]([C:22]1[CH:27]=[C:26]([C:28]#[N:29])[CH:25]=[CH:24][C:23]=1[O:30][CH3:31])(=[O:21])=[O:20])[CH3:2].Cl.Cl[CH2:35][C:36]1[N:37]=[C:38]([CH3:41])[S:39][CH:40]=1.C(=O)([O-])[O-].[K+].[K+].C(=O)(O)[O-].[Na+]>CN(C)C=O.O>[CH2:1]([O:3][C:4](=[O:32])[CH2:5][O:6][C:7]1[CH:12]=[C:11]([CH:13]([CH3:15])[CH3:14])[CH:10]=[CH:9][C:8]=1[CH2:16][CH2:17][N:18]([S:19]([C:22]1[CH:27]=[C:26]([C:28]#[N:29])[CH:25]=[CH:24][C:23]=1[O:30][CH3:31])(=[O:20])=[O:21])[CH2:35][C:36]1[N:37]=[C:38]([CH3:41])[S:39][CH:40]=1)[CH3:2] |f:1.2,3.4.5,6.7|. Procedure: A suspension of 300 mg of ethyl[2-[2-(5-cyano-2-methoxybenzenesulfonylamino)ethyl]-5-isopropylphenoxy]acetate, 132 mg of 4-chloromethyl-2-methyl-1,3-thiazole hydrochloride and 189 mg of potassium carbonate in 2.0 mL of N,N-dimethylformamide was stirred at room temperature for 18 hours, then at 50° C. for 3 hours. To the reaction mixture were added 60 mg of 4-chloromethyl-2-methyl-1,3-thiazole hydrochloride and 45 mg of potassium carbonate, and the mixture was stirred at the same temperature for ... Reactants: FC1=CC=C(CN2C(N(CC2)C=2C=C(C(=O)OC)C=CN2)=O)C=C1 (methyl 2-(3-(4-fluorobenzyl)-2-oxoimidazolidin-1-yl)isonicotinate), C1(CC1)CN1C(N(CC1)C=1C=C(C(=O)OC)C=CN1)=O (methyl 2-(3-(cyclopropylmethyl)-2-oxoimidazolidin-1-yl)isonicotinate), FC=1C=C(CN)C=CC1F (3,4-difluorobenzylamine). Product: C1(CC1)CN1C(N(CC1)C=1C=C(C(=O)NCC2=CC(=C(C=C2)F)F)C=CN1)=O (2-(3-(cyclopropylmethyl)-2-oxoimidazolidin-1-yl)-N-(3,4-difluorobenzyl)isonicotinamide). Yield: 49.0%. RXN SMILES: FC1[CH:24]=[CH:23][C:5]([CH2:6][N:7]2[CH2:11][CH2:10][N:9]([C:12]3[CH:13]=[C:14]([CH:19]=[CH:20][N:21]=3)[C:15]([O:17]C)=O)[C:8]2=[O:22])=CC=1.C1(CN2CCN(C3C=C(C=CN=3)C(OC)=O)C2=O)CC1.[F:45][C:46]1[CH:47]=[C:48]([CH:51]=[CH:52][C:53]=1[F:54])[CH2:49][NH2:50]>>[CH:5]1([CH2:6][N:7]2[CH2:11][CH2:10][N:9]([C:12]3[CH:13]=[C:14]([CH:19]=[CH:20][N:21]=3)[C:15]([NH:50][CH2:49][C:48]3[CH:51]=[CH:52][C:53]([F:54])=[C:46]([F:45])[CH:47]=3)=[O:17])[C:8]2=[O:22])[CH2:23][CH2:24]1. Procedure details: Following the procedure as described in Example 15, making variations as required to replace methyl 2-(3-(4-fluorobenzyl)-2-oxoimidazolidin-1-yl)isonicotinate with methyl 2-(3-(cyclopropylmethyl)-2-oxoimidazolidin-1-yl)isonicotinate to react with 3,4-difluorobenzylamine, 2-(3-(cyclopropylmethyl)-2-oxoimidazolidin-1-yl)-N-(3,4-difluorobenzyl)isonicotinamide was obtained as a colorless solid in 49% yield: mp 134-136° C.; 1H NMR (300 MHz, CDCl3) δ 8.54 (s, 1H), 8.36 (d, J=5.1 Hz, 1H), 7.41-7.39 (m,... Reaction SMILES: [CH2:19]([Li:20])[CH2:21][CH2:22][CH3:23].[CH2:1]([CH2:2][CH2:3][CH2:4][CH3:5])[CH:6]1[CH2:7][CH2:8][CH:9]([c:12]2[cH:13][cH:14][c:15]([Br:18])[cH:16][cH:17]2)[CH2:10][CH2:11]1.[CH3:40][CH2:41][CH2:42][CH2:43][CH2:44][CH3:45].[Cl-:33].[F:24][c:25]1[n:26][c:27]([F:31])[cH:28][cH:29][cH:30]1.[Na+:32].[O:46]1[CH2:47][CH2:48][CH2:49][CH2:50]1.[cH:34]1[cH:35][cH:36][cH:37][cH:38][cH:39]1>>[CH2:1]([CH2:2][CH2:3][CH2:4][CH3:5])[CH:6]1[CH2:7][CH2:8][CH:9]([c:12]2[cH:13][cH:14][c:15](-[c:25]3[n:26][c:27]([F:31])[cH:28][cH:29][cH:30]3)[cH:16][cH:17]2)[CH2:10][CH2:11]1. Reactants: [Li]CCCC, CCCCCC1CCC(c2ccc(Br)cc2)CC1, CCCCCC, [Cl-], Fc1cccc(F)n1, [Na+], C1CCOC1, c1ccccc1. The product is CCCCCC1CCC(c2ccc(-c3cccc(F)n3)cc2)CC1.